This data is from the Open Reaction Database (ORD), a public repository of structured organic reaction records. The task is: describe an organic reaction: reactants, conditions, products, and yield Reactants: O=C([O-])O, CC(=O)N1CCCC1c1ccc(NC(=O)c2cnccn2)cc1F, [Na+], O, O=[N+]([O-])O. The product is CC(=O)N1CCCC1c1cc([N+](=O)[O-])c(NC(=O)c2cnccn2)cc1F. Reaction SMILES: [C:29](=[O:30])([OH:31])[O-:32].[C:5]([CH3:6])(=[O:7])[N:8]1[CH:9]([c:13]2[c:14]([F:28])[cH:15][c:16]([NH:19][C:20](=[O:21])[c:22]3[n:23][cH:24][cH:25][n:26][cH:27]3)[cH:17][cH:18]2)[CH2:10][CH2:11][CH2:12]1.[Na+:33].[OH2:34].[OH:1][N+:2]([O-:3])=[O:4]>>[O-:1][N+:2](=[O:4])[c:17]1[c:16]([NH:19][C:20](=[O:21])[c:22]2[n:23][cH:24][cH:25][n:26][cH:27]2)[cH:15][c:14]([F:28])[c:13]([CH:9]2[N:8]([C:5]([CH3:6])=[O:7])[CH2:12][CH2:11][CH2:10]2)[cH:18]1. The reactants are CN(C)c2ccc1ccc(OC(=O)C(C)(C)C)cc1c2 (substrate), O=C=O (effective_coupling_partner). The reagents and catalysts are dppf. Reaction conditions: temperature 80 celsius, time 48 hour. The product is CN(C)c2ccc1ccc(C(=O)O)cc1c2. The reactants are OC1=C(C(=O)OC)C=CC(=C1CC=C)O (Methyl 2,4-dihydroxy-3-(2-propenyl)benzoate), C(C(C)C)[Al](CC(C)C)CC(C)C (Triisobutylaluminum), C(I)I (methylene iodide), ice, [OH-].[Na+] (sodium hydroxide). The solvent is C(Cl)Cl (methylene chloride). Conditions: temperature 0 celsius, time 20 minute. Product: C1(CC1)CC=1C(=C(C(=O)OC)C=CC1O)O (Methyl 3-(cyclopropylmethyl)-2,4-dihydroxybenzoate). RXN SMILES: [OH:1][C:2]1[C:11]([CH2:12][CH:13]=[CH2:14])=[C:10]([OH:15])[CH:9]=[CH:8][C:3]=1[C:4]([O:6][CH3:7])=[O:5].[CH2:16]([Al](CC(C)C)CC(C)C)C(C)C.C(I)I.[OH-].[Na+]>C(Cl)Cl>[CH:13]1([CH2:12][C:11]2[C:2]([OH:1])=[C:3]([CH:8]=[CH:9][C:10]=2[OH:15])[C:4]([O:6][CH3:7])=[O:5])[CH2:16][CH2:14]1 |f:3.4|. Procedure: The compound of Example 5 (1.0 g, 4.8 mMol) was dissolved in methylene chloride (20cm3) and transferred to a 100 ml three-neck round bottom flask under an argon atmosphere at 0° C. Triisobutylaluminum (2.95 g, 3.76 ml, 14.9 mmol) was added dropwise via a dropping funnel. The reaction mixture was stirred for about 20 minutes while maintaining the temperature at 0° C., then methylene iodide (1.67 g, 0.5 ml, 6.2 mmol) was added via syringe, and the reaction mixture was stirred at room temperature f... The reactants are C1=CC=NC(=C1)C(C(=O)C2=CC=CC=N2)O (α-pyridoin), C(CCCCCCCCC)(=O)Cl (decanoyl chloride). Product: C(CCCCCCCCC)(=O)OC(=C(C1=NC=CC=C1)OC(CCCCCCCCC)=O)C1=NC=CC=C1 (1,2-Didecanoyloxy-1,2-di-(2-pyridyl)ethene). Yield: 9.9%. Reaction SMILES: [CH:1]1[CH:6]=[C:5]([CH:7]([OH:16])[C:8]([C:10]2[N:15]=[CH:14][CH:13]=[CH:12][CH:11]=2)=[O:9])[N:4]=[CH:3][CH:2]=1.[C:17](Cl)(=[O:27])[CH2:18][CH2:19][CH2:20][CH2:21][CH2:22][CH2:23][CH2:24][CH2:25][CH3:26]>>[C:17]([O:9][C:8]([C:10]1[CH:11]=[CH:12][CH:13]=[CH:14][N:15]=1)=[C:7]([O:16][C:17](=[O:27])[CH2:18][CH2:19][CH2:20][CH2:21][CH2:22][CH2:23][CH2:24][CH2:25][CH3:26])[C:5]1[CH:6]=[CH:1][CH:2]=[CH:3][N:4]=1)(=[O:27])[CH2:18][CH2:19][CH2:20][CH2:21][CH2:22][CH2:23][CH2:24][CH2:25][CH3:26]. Procedure: To 21.0 g (0.1 mole) of pulverized α-pyridoin (commercially available, e.g. from Aldrich Chemical Co.) was added 9.5 g (0.05 mole) decanoyl chloride. The reaction mixture was mixed for 30 minutes, after which it became solid. The solid was extracted with acetonitrile and the acetonitrile solution evaporated to yield an oily semisolid. Recrystallization from 70% cyclohexanone-30% acetone yielded 1.3 g (9.9%) white fine needles of compound NA-IV, m.p. 89°-90° C. The reactants are C(C1=CC=CC=C1)N1C(SC(C1=O)=C1SC2=C(N1C)C=C(C=C2)OCCCl)=NC=2C=C(C=CC2NCC)NC(CN(C)C)=O (N-(3-{3-benzyl-5-[5-(2-chloroethoxy)-3-methyl-3H-benzothiazol-2-ylidene]-4-oxothiazolidin-2-ylideneamino}-4-ethylaminophenyl)-2-dimethylaminoacetamide), solution, CNC (dimethylamine). The reagents and catalysts are [I-].C(CCC)[N+](CCCC)(CCCC)CCCC (tetra-n-butylammonium iodide). The solvent is C1CCOC1 (THF). Reaction conditions: temperature 65 celsius. Product: C(C1=CC=CC=C1)N1C(SC(C1=O)=C1SC2=C(N1C)C=C(C=C2)OCCN(C)C)=NC=2C=C(C=CC2NCC)NC(CN(C)C)=O (N-(3-{3-benzyl-5-[5-(2-dimethylaminoethoxy)-3-methyl-3H-benzothiazol-2-ylidene]-4-oxothiazolidin-2-ylideneamino}-4-ethylaminophenyl)-2-dimethylaminoacetamide). Yield: 20.0%. As a reaction SMILES: [CH2:1]([N:8]1[C:12](=[O:13])[C:11](=[C:14]2[N:18]([CH3:19])[C:17]3[CH:20]=[C:21]([O:24][CH2:25][CH2:26]Cl)[CH:22]=[CH:23][C:16]=3[S:15]2)[S:10][C:9]1=[N:28][C:29]1[CH:30]=[C:31]([NH:38][C:39](=[O:44])[CH2:40][N:41]([CH3:43])[CH3:42])[CH:32]=[CH:33][C:34]=1[NH:35][CH2:36][CH3:37])[C:2]1[CH:7]=[CH:6][CH:5]=[CH:4][CH:3]=1.[CH3:45][NH:46][CH3:47]>[I-].C([N+](CCCC)(CCCC)CCCC)CCC.C1COCC1>[CH2:1]([N:8]1[C:12](=[O:13])[C:11](=[C:14]2[N:18]([CH3:19])[C:17]3[CH:20]=[C:21]([O:24][CH2:25][CH2:26][N:46]([CH3:47])[CH3:45])[CH:22]=[CH:23][C:16]=3[S:15]2)[S:10][C:9]1=[N:28][C:29]1[CH:30]=[C:31]([NH:38][C:39](=[O:44])[CH2:40][N:41]([CH3:43])[CH3:42])[CH:32]=[CH:33][C:34]=1[NH:35][CH2:36][CH3:37])[C:2]1[CH:7]=[CH:6][CH:5]=[CH:4][CH:3]=1 |f:2.3|. Procedure: To a pressure tube was added the product of Example 145 (150 mg, 0.23 mmol), tetra-n-butylammonium iodide (85 mg, 0.23 mmol), and 2.0 M solution of dimethylamine in THF (6 mL). The tube was sealed and heated at 65° C. for 14 h. The solution was cooled and concentrated under reduced pressure, and the crude material was purified by chromatography (silica gel, 0–20% MeOH/DCM) to provide the title compound (30 mg, 20%). 1H-NMR (CDCl3): δ 8.83 (1H, s), 7.45 (2H, d), 7.22–7.34 (5H, m), 7.11 (1H, dd), ... Starting materials: C(C1=CC=CC=C1)OC(=O)N1CC(CC1)(NC(C(CC1CCCCC1)NC(=O)N1CCOCC1)=O)C#N (3-Cyano-3-{3-cyclohexyl-2-[(morpholine-4-carbonyl)-amino]-propionylamino}-pyrrolidine-1-carboxylic acid benzyl ester), CO (MeOH). Reagents/catalysts: [Pd] (Pd on carbon). Run in CCO (EtOH), C(Cl)Cl (CH2Cl2). Yields the product C(#N)C1(CNCC1)NC(=O)C(CC1CCCCC1)NC(=O)N1CCOCC1 (Morpholine-4-carboxylic acid [1-(3-cyano-pyrrolidin-3-ylcarbamoyl)-2-cyclohexyl-ethyl]-amide). As a reaction SMILES: C(OC([N:11]1[CH2:15][CH2:14][C:13]([C:36]#[N:37])([NH:16][C:17](=[O:35])[CH:18]([NH:26][C:27]([N:29]2[CH2:34][CH2:33][O:32][CH2:31][CH2:30]2)=[O:28])[CH2:19][CH:20]2[CH2:25][CH2:24][CH2:23][CH2:22][CH2:21]2)[CH2:12]1)=O)C1C=CC=CC=1.CO>CCO.C(Cl)Cl.[Pd]>[C:36]([C:13]1([NH:16][C:17]([CH:18]([NH:26][C:27]([N:29]2[CH2:34][CH2:33][O:32][CH2:31][CH2:30]2)=[O:28])[CH2:19][CH:20]2[CH2:21][CH2:22][CH2:23][CH2:24][CH2:25]2)=[O:35])[CH2:14][CH2:15][NH:11][CH2:12]1)#[N:37]. Procedure details: 3-Cyano-3-{3-cyclohexyl-2-[(morpholine-4-carbonyl)-amino]-propionylamino}-pyrrolidine-1-carboxylic acid benzyl ester (0.1 g, 0.20 mmol, 1.0 equiv) was dissolved in 15 mL of absolute EtOH. 10% Pd on carbon (20 mg) was added and the mixture was stirred under 1 atm of H2 until the starting material disappeared by TLC (5% MeOH in CH2Cl2. The crude mixture was filtered on diatomaceous earth and the filtrate was concentrated. The crude material was purified by reverse-phase HPLC to give two diastereom... Reactants: COc1cc2nccc(Oc3ccc(N)cc3)c2cc1OC, CCO, Cc1ccccc1, O=C(N=C=S)c1cccc(Cl)c1. Product: COc1cc2nccc(Oc3ccc(NC(=S)NC(=O)c4cccc(Cl)c4)cc3)c2cc1OC. Reaction SMILES: [CH3:1][O:2][c:3]1[cH:4][c:5]2[c:6]([O:15][c:16]3[cH:17][cH:18][c:19]([NH2:20])[cH:21][cH:22]3)[cH:7][cH:8][n:9][c:10]2[cH:11][c:12]1[O:13][CH3:14].[CH3:23][CH2:24][OH:25].[CH3:38][c:39]1[cH:40][cH:41][cH:42][cH:43][cH:44]1.[Cl:26][c:27]1[cH:28][c:29]([C:33](=[O:34])[N:35]=[C:36]=[S:37])[cH:30][cH:31][cH:32]1>>[CH3:1][O:2][c:3]1[cH:4][c:5]2[c:6]([O:15][c:16]3[cH:17][cH:18][c:19]([NH:20][C:36]([NH:35][C:33]([c:29]4[cH:28][c:27]([Cl:26])[cH:32][cH:31][cH:30]4)=[O:34])=[S:37])[cH:21][cH:22]3)[cH:7][cH:8][n:9][c:10]2[cH:11][c:12]1[O:13][CH3:14]. Reactants: CN(C1=NC=CC=C1)CCOC1=CC=C(CN2C=C(C(=C2)C2=CC=CC=C2)/C=C/C(=O)OCC)C=C1 (ethyl(E)-3-[1-[4-[2-[N-methyl-N-(2-pyridyl)amino]ethoxy]benzyl]-4-phenyl-3-pyrrolyl]propenoate), O1CCCC1 (tetrahydrofuran). Reagents/catalysts: [C].[Pd] (palladium-carbon). Solvent: C(C)O (ethanol). Conditions: time 2 hour. The product is CN(C1=NC=CC=C1)CCOC1=CC=C(CN2C=C(C(=C2)C2=CC=CC=C2)CCC(=O)O)C=C1 (3-[1-[4-[2-[N-methyl-N-(2-pyridyl)amino]ethoxy]benzyl]-4-phenyl-3-pyrrolyl]propionic acid). Yield: 72.1%. Reaction SMILES: [CH3:1][N:2]([CH2:9][CH2:10][O:11][C:12]1[CH:36]=[CH:35][C:15]([CH2:16][N:17]2[CH:21]=[C:20]([C:22]3[CH:27]=[CH:26][CH:25]=[CH:24][CH:23]=3)[C:19](/[CH:28]=[CH:29]/[C:30]([O:32]CC)=[O:31])=[CH:18]2)=[CH:14][CH:13]=1)[C:3]1[CH:8]=[CH:7][CH:6]=[CH:5][N:4]=1.O1CCCC1>[C].[Pd].C(O)C>[CH3:1][N:2]([CH2:9][CH2:10][O:11][C:12]1[CH:36]=[CH:35][C:15]([CH2:16][N:17]2[CH:21]=[C:20]([C:22]3[CH:23]=[CH:24][CH:25]=[CH:26][CH:27]=3)[C:19]([CH2:28][CH2:29][C:30]([OH:32])=[O:31])=[CH:18]2)=[CH:14][CH:13]=1)[C:3]1[CH:8]=[CH:7][CH:6]=[CH:5][N:4]=1 |f:2.3|. Procedure details: Catalytic hydrogenation of a mixture of ethyl(E)-3-[1-[4-[2-[N-methyl-N-(2-pyridyl)amino]ethoxy]benzyl]-4-phenyl-3-pyrrolyl]propenoate (1.32 g), 5% palladium-carbon (1.0 g), tetrahydrofuran (40 ml) and ethanol (40 ml) was conducted at ordinary temperature and ordinary pressure. After the palladium-carbon was removed by filtration, the filtrate was concentrated. The residue was dissolved in a mixed solution of tetrahydrofuran (10 ml) and ethanol (10 ml), then 1N aqueous sodium hydroxide solution ... Reactants: ClC=1C=C(C=C(C1)Cl)C(=CC(=O)C1=CC(=C(C(=O)N)C=C1)C)C(F)(F)F (4-(3-(3,5-dichlorophenyl)-4,4,4-trifluoro-2-butenoyl)-2-methylbenzoic acid amide), COC(N(C)C)OC (N,N-dimethylformamide dimethyl acetal), O1CCCC1 (tetrahydrofuran). Conditions: time 2 hour. Product: ClC=1C=C(C=C(C1)Cl)C(=CC(=O)C1=CC(=C(C(=O)NC=NOC)C=C1)C)C(F)(F)F (4-(3-(3,5-Dichlorophenyl)-4,4,4-trifluoro-2-butenoyl)-N-(methoxyiminomethyl)-2-methylbenzoic acid amide). Reaction SMILES: [Cl:1][C:2]1[CH:3]=[C:4]([C:9]([C:23]([F:26])([F:25])[F:24])=[CH:10][C:11]([C:13]2[CH:21]=[CH:20][C:16]([C:17]([NH2:19])=[O:18])=[C:15]([CH3:22])[CH:14]=2)=[O:12])[CH:5]=[C:6]([Cl:8])[CH:7]=1.CO[CH:29](OC)[N:30](C)C.[O:35]1[CH2:39]CCC1>>[Cl:1][C:2]1[CH:3]=[C:4]([C:9]([C:23]([F:26])([F:24])[F:25])=[CH:10][C:11]([C:13]2[CH:21]=[CH:20][C:16]([C:17]([NH:19][CH:29]=[N:30][O:35][CH3:39])=[O:18])=[C:15]([CH3:22])[CH:14]=2)=[O:12])[CH:5]=[C:6]([Cl:8])[CH:7]=1. Procedure: To a solution of 0.18 g of 4-(3-(3,5-dichlorophenyl)-4,4,4-trifluoro-2-butenoyl)-2-methylbenzoic acid amide representing mixed geometrical isomers (isomeric ratio of 10:1) that was synthesized according to Synthetic Example 9 in 3 mL of tetrahydrofuran, 0.11 g of N,N-dimethylformamide dimethyl acetal was added and the mixture was stirred for 2 hours at room temperature. After that, the solvent was distilled off under reduced pressure, the resulting residue was dissolved in 3 mL of tetrahydrofura... Reaction conditions: time 2 hour. The reactants are ClC1=NC=CC(=N1)C=1C=C(C=O)C=CC1 (3-(2-Chloro-pyrimidin-4-yl)-benzaldehyde), 403, C(C)(C)(C)OC(=O)N1CCC(CC1)N (4-Amino-piperidine-1-carboxylic acid tert-butyl ester), C(C)=O (acetaldehyde), C(C)(=O)O[BH-](OC(C)=O)OC(C)=O.[Na+] (sodium triacetoxyborohydride). As a reaction SMILES: [Cl:1][C:2]1[N:7]=[C:6]([C:8]2[CH:9]=[C:10]([CH:13]=[CH:14][CH:15]=2)[CH:11]=O)[CH:5]=[CH:4][N:3]=1.[C:16]([O:20][C:21]([N:23]1[CH2:28][CH2:27][CH:26]([NH2:29])[CH2:25][CH2:24]1)=[O:22])([CH3:19])([CH3:18])[CH3:17].[CH:30](=O)[CH3:31].C(O[BH-](OC(=O)C)OC(=O)C)(=O)C.[Na+]>>[C:16]([O:20][C:21]([N:23]1[CH2:28][CH2:27][CH:26]([N:29]([CH2:11][C:10]2[CH:13]=[CH:14][CH:15]=[C:8]([C:6]3[CH:5]=[CH:4][N:3]=[C:2]([Cl:1])[N:7]=3)[CH:9]=2)[CH2:30][CH3:31])[CH2:25][CH2:24]1)=[O:22])([CH3:19])([CH3:17])[CH3:18] |f:3.4|. Yields the product C(C)(C)(C)OC(=O)N1CCC(CC1)N(CC)CC1=CC(=CC=C1)C1=NC(=NC=C1)Cl (4-{[3-(2-Chloro-pyrimidin-4-yl)-benzyl]-ethyl-amino}-piperidine-1-carboxylic acid tert-butyl ester). Procedure details: Intermediate 1 was coupled with 4-Amino-piperidine-1-carboxylic acid tert-butyl ester following procedure B. When the starting aldehyde had been consumed, 2 equivalents each of acetaldehyde and sodium triacetoxyborohydride were added and the mixture stirred for another two hours. The organic layer was washed with water followed by sat. NaCl. The solvent was removed to give product LC-MS showed the product was >90% pure and had the expected M+H+ of 403, and it was used in the following reactions ...